describe an organic reaction: reactants, conditions, products, and yield From a dataset of the Open Reaction Database (ORD), a public repository of structured organic reaction records. Starting materials: CC(=O)O, CC(=O)OC(C)=O, CC(=O)[O-], CN(CN(CN(CO)[N+](=O)[O-])[N+](=O)[O-])[N+](=O)[O-], O=[N+]([O-])[O-], O=S(=O)([O-])[O-], O, O=[N+]([O-])O. Yields the product CC(=O)OCN(CN(CN(C)[N+](=O)[O-])[N+](=O)[O-])[N+](=O)[O-]. Reaction SMILES: [C:43]([OH:44])(=[O:45])[CH3:46].[CH3:18][C:19]([O:20][C:21]([CH3:22])=[O:23])=[O:24].[CH3:1][C:2]([O-:3])=[O:4].[CH3:25][N:26]([CH2:27][N:28]([CH2:29][N:30]([CH2:31][OH:32])[N+:33](=[O:34])[O-:35])[N+:36](=[O:37])[O-:38])[N+:39](=[O:40])[O-:41].[O-:5][N+:6](=[O:7])[O-:8].[O-:9][S:10](=[O:11])(=[O:12])[O-:13].[OH2:42].[OH:14][N+:15](=[O:16])[O-:17]>>[CH3:1][C:2]([O:3][CH2:31][N:30]([CH2:29][N:28]([CH2:27][N:26]([CH3:25])[N+:39](=[O:40])[O-:41])[N+:36](=[O:37])[O-:38])[N+:33](=[O:34])[O-:35])=[O:4]. Starting materials: [N+](=O)([O-])C=1C=C(C=C(C(=O)OC2=CC=C(C=C2)Cl)C)C=CC1 (p-chlorophenyl m-nitro-α-methylcinnamate), [H][H] (hydrogen). Reagents/catalysts: [C].[Pd] (palladium-carbon). Run in C(C)O (ethanol). The product is Cl.CC(C(=O)OC1=CC=C(C=C1)Cl)CC1=CC(=CC=C1)N (p-chlorophenyl α-methyl-β-(m-aminophenyl)-propionate hydrochloride). RXN SMILES: [N+:1]([C:4]1[CH:5]=[C:6]([CH:20]=[CH:21][CH:22]=1)[CH:7]=[C:8]([CH3:19])[C:9]([O:11][C:12]1[CH:17]=[CH:16][C:15]([Cl:18])=[CH:14][CH:13]=1)=[O:10])([O-])=O.[H][H]>C(O)C.[C].[Pd]>[ClH:18].[CH3:19][CH:8]([CH2:7][C:6]1[CH:20]=[CH:21][CH:22]=[C:4]([NH2:1])[CH:5]=1)[C:9]([O:11][C:12]1[CH:13]=[CH:14][C:15]([Cl:18])=[CH:16][CH:17]=1)=[O:10] |f:3.4,5.6|. Procedure details: In 250 ml of ethanol were suspended 28.5 g of the p-chlorophenyl m-nitro-α-methylcinnamate thus obtained and 3.0 g of 10% palladium-carbon, and gaseous hydrogen was introduced into the resulting suspension with stirring. About 8.5 liters of hydrogen was absorbed in 2 hours. After the reaction, the palladium catalyst was filtered off and the solvent was removed by distillation under reduced pressure. The residue was dissolved in 200 ml of ethyl ether, and gaseous hydrogen chloride was introduced ...